From a dataset of the Open Reaction Database (ORD), a public repository of structured organic reaction records. describe an organic reaction: reactants, conditions, products, and yield Procedure: 3-Trifluoromethyl-4-(2-naphthyloxy)phenyl isocyanate (16.5 g) was dissolved in 100 ml of methylene chloride, and the resulting solution was added dropwise to 10 ml of an aqueous solution containing 4 g of hydroxylamine at a temperature below 20° C. Precipitated crystals were collected on a filter, washed with water and dried to obtain 17.7 g of N'-[3-trifluoromethyl-4-(2-naphthyloxy)phenyl]-N-hydroxyurea. Thereafter, 17.7 g of the product and 12.5 g of dimethyl sulfate were dissolved in 200 ml o... The reactants are aqueous solution, FC(C=1C=C(C=CC1OC1=CC2=CC=CC=C2C=C1)N=C=O)(F)F (3-Trifluoromethyl-4-(2-naphthyloxy)phenyl isocyanate), NO (hydroxylamine). Run in C(Cl)Cl (methylene chloride). Reaction SMILES: [F:1][C:2]([F:24])([F:23])[C:3]1[CH:4]=[C:5]([N:20]=[C:21]=[O:22])[CH:6]=[CH:7][C:8]=1[O:9][C:10]1[CH:19]=[CH:18][C:17]2[C:12](=[CH:13][CH:14]=[CH:15][CH:16]=2)[CH:11]=1.[NH2:25][OH:26]>C(Cl)Cl>[F:1][C:2]([F:23])([F:24])[C:3]1[CH:4]=[C:5]([NH:20][C:21](=[O:22])[NH:25][OH:26])[CH:6]=[CH:7][C:8]=1[O:9][C:10]1[CH:19]=[CH:18][C:17]2[C:12](=[CH:13][CH:14]=[CH:15][CH:16]=2)[CH:11]=1. Isolated yield 97.5%. Product: FC(C=1C=C(C=CC1OC1=CC2=CC=CC=C2C=C1)NC(NO)=O)(F)F (N'-[3-trifluoromethyl-4-(2-naphthyloxy)phenyl]-N-hydroxyurea). The reactants are C=O, ClCCl, CCOC(=O)C(=O)C(C#N)c1ccc(Cl)cc1, [Na+], [Na+], O=C([O-])[O-], O. The product is N#CC(CO)c1ccc(Cl)cc1. Reaction SMILES: [CH2:24]=[O:25].[CH2:27]([Cl:28])[Cl:29].[Cl:7][c:8]1[cH:9][cH:10][c:11]([CH:14]([C:15]([C:16]([O:17][CH2:18][CH3:19])=[O:20])=[O:21])[C:22]#[N:23])[cH:12][cH:13]1.[Na+:1].[Na+:2].[O-:3][C:4](=[O:5])[O-:6].[OH2:26]>>[Cl:7][c:8]1[cH:9][cH:10][c:11]([CH:14]([CH2:15][OH:21])[C:22]#[N:23])[cH:12][cH:13]1. Reactants: O=C([O-])[O-], CCOC(=O)NCCCl, CN(C)C=O, [K+], [K+], O=C(c1ccccc1)c1ccc(O)cc1. Product: CCOC(=O)NCCOc1ccc(C(=O)c2ccccc2)cc1. As a reaction SMILES: [C:25](=[O:26])([O-:27])[O-:28].[CH2:16]([CH3:17])[O:18][C:19]([NH:20][CH2:21][CH2:22][Cl:23])=[O:24].[CH3:31][N:32]([CH3:33])[CH:34]=[O:35].[K+:29].[K+:30].[OH:1][c:2]1[cH:3][cH:4][c:5]([C:8]([c:9]2[cH:10][cH:11][cH:12][cH:13][cH:14]2)=[O:15])[cH:6][cH:7]1>>[O:1]([c:2]1[cH:3][cH:4][c:5]([C:8]([c:9]2[cH:10][cH:11][cH:12][cH:13][cH:14]2)=[O:15])[cH:6][cH:7]1)[CH2:22][CH2:21][NH:20][C:19]([O:18][CH2:16][CH3:17])=[O:24]. Reactants: FC1(CC(CCC1)CNC(=O)C=1C=2C=CC(=NC2C=CC1Cl)Cl)F (2,6-dichloro-quinoline-5-carboxylic acid (3,3-difluoro-cyclohexylmethyl)-amide), CCN(C(C)C)C(C)C (DIPEA), FC1CNCC1 (3-fluoropyrrolidine). Product: FC1(CC(CCC1)CNC(=O)C=1C=2C=CC(=NC2C=CC1Cl)N1CC(CC1)F)F (6-Chloro-2-(3-fluoropyrrolidin-1-yl)-quinoline-5-carboxylic acid (3,3-difluoro-cyclohexylmethyl)-amide). As a reaction SMILES: [F:1][C:2]1([F:24])[CH2:7][CH2:6][CH2:5][CH:4]([CH2:8][NH:9][C:10]([C:12]2[C:13]3[CH:14]=[CH:15][C:16](Cl)=[N:17][C:18]=3[CH:19]=[CH:20][C:21]=2[Cl:22])=[O:11])[CH2:3]1.CCN(C(C)C)C(C)C.[F:34][CH:35]1[CH2:39][CH2:38][NH:37][CH2:36]1>>[F:1][C:2]1([F:24])[CH2:7][CH2:6][CH2:5][CH:4]([CH2:8][NH:9][C:10]([C:12]2[C:13]3[CH:14]=[CH:15][C:16]([N:37]4[CH2:38][CH2:39][CH:35]([F:34])[CH2:36]4)=[N:17][C:18]=3[CH:19]=[CH:20][C:21]=2[Cl:22])=[O:11])[CH2:3]1. Procedure details: The title compound was synthesized according to the procedure described in example 1 using 2,6-dichloro-quinoline-5-carboxylic acid (3,3-difluoro-cyclohexylmethyl)-amide, DIPEA and 3-fluoropyrrolidine. 1H NMR (400 MHz, DMSO-d6) δ ppm 8.75 (1H), 7.75 (m, 1H), 7.55 (2H), 7.05 (1H), 5.43-5.56 (1H), 3.89 (m, 2H), 3.70 (m, 1H), 3.55 (m, 1H), 3.26 (m, 2H), 2.44 (m, 2H), 2.06 (m, 2H), 1.85 (m, 2H), 1.74-1.76 (m, 5H), 1.27-1.32 (m, 2H). m/z: 426 [M+H] The reactants are I(=O)(=O)(=O)[O-].[Na+] (sodium periodate), solution, O (water), NC1=NC=C(C(=C1[N+](=O)[O-])C)Cl (2-amino-5-chloro-4-methyl-3-nitropyridine), BrC1=NC=C(C(=C1[N+](=O)[O-])C)Cl (2-bromo-5-chloro-4-methyl-3-nitropyridine), O (water). Reagents/catalysts: [Os](=O)(=O)(=O)=O (osmium tetroxide). Solvent: C1CCOC1 (THF). Yields the product ClC=1C(=C(C(=NC1)C=O)[N+](=O)[O-])C (5-chloro-4-methyl-3-nitropyridine-2-carboxaldehyde), ClC=1C(=C(C(=NC1)C=C)[N+](=O)[O-])C (5-chloro-4-methyl-3-nitro-2-vinylpyridine). Yield: 56.0%. As a reaction SMILES: N[C:2]1[C:7]([N+:8]([O-:10])=[O:9])=[C:6]([CH3:11])[C:5]([Cl:12])=[CH:4][N:3]=1.Br[C:14]1[C:19]([N+:20]([O-:22])=[O:21])=[C:18]([CH3:23])[C:17]([Cl:24])=[CH:16][N:15]=1.I([O-])(=O)(=O)=O.[Na+].[OH2:31]>C1COCC1.[Os](=O)(=O)(=O)=O>[Cl:12][C:5]1[C:6]([CH3:11])=[C:7]([N+:8]([O-:10])=[O:9])[C:2]([CH:14]=[O:31])=[N:3][CH:4]=1.[Cl:24][C:17]1[C:18]([CH3:23])=[C:19]([N+:20]([O-:22])=[O:21])[C:14]([CH:2]=[CH2:7])=[N:15][CH:16]=1 |f:2.3|. Procedure: 2-Amino-3-(6-chloro-3-methoxy-7-methyl-2H-pyrazolo[4,3-b]pyridin-2-yl)-2-methyl propionitrile (26 mg) was prepared using a procedure similar to that described in Example 1, part b, except starting from 1-(6-chloro-3-methoxy-7-methyl-2H-pyrazolo[4,3-b]pyridin-2-yl)propan-2-one (78 mg). 1-(6-Chloro-3-methoxy-7-methyl-2H-pyrazolo[4,3-b]pyridin-2-yl)propan-2-one was prepared using a procedure similar to that described in Example 105 part a to d except using 5-chloro-4-methyl-3-nitropyridine-2-carbox... The reactants are CN1C(N(CC1)C1=CC(=CC=C1)N1N=C(N=N1)C1=NC=CC=C1)=O (1-methyl-3-[3-(5-pyridin-2-yl-2H-tetrazol- 2-yl)phenyl]imidazolidin-2-one), BrC1=CC=C(N)C=C1 (4-bromoaniline), N1=C(C=CC=C1)C=O (pyridine-2-carboxaldehyde). Product: BrC1=CC=C(C=C1)N1N=C(N=N1)C1=NC=CC=C1 (2-[2-(4-bromophenyl)-2H-tetrazol-5-yl]pyridine). As a reaction SMILES: CN1CCN([C:7]2[CH:12]=[CH:11][CH:10]=[C:9]([N:13]3[N:17]=[N:16][C:15]([C:18]4[CH:23]=[CH:22][CH:21]=[CH:20][N:19]=4)=[N:14]3)[CH:8]=2)C1=O.[Br:25]C1C=CC(N)=CC=1.N1C=CC=CC=1C=O>>[Br:25][C:12]1[CH:11]=[CH:10][C:9]([N:13]2[N:17]=[N:16][C:15]([C:18]3[CH:23]=[CH:22][CH:21]=[CH:20][N:19]=3)=[N:14]2)=[CH:8][CH:7]=1. Procedure: Following the procedure described in EXAMPLE 1 for the synthesis of 1-methyl-3-[3-(5-pyridin-2-yl-2H-tetrazol- 2-yl)phenyl]imidazolidin-2-one, but using 4-bromoaniline (17.2 g, 100 mmol) and pyridine-2-carboxaldehyde (10.7 g, 100 mmol), 2-[2-(4-bromophenyl)-2H-tetrazol-5-yl]pyridine was obtained as an orange solid. 1H-NMR (CDCl3, 300 MHz) δ 8.83 (d, 1H), 8.33 (d, 1H), 8.15 (d, 2H), 7.96-7.87 (m, 1H), 7.70 (d, 2H), 7.44 (dd, 1H).